Dataset: the Open Reaction Database (ORD), a public repository of structured organic reaction records. Task: describe an organic reaction: reactants, conditions, products, and yield Starting materials: BrC1=C(C=CC=C1)F (1-bromo-2-fluorobenzene), C(C)(C)[N-]C(C)C.[Li+] (lithium diisopropylamide), O (water), FC(C(=O)OCC)(F)F (ethyl trifluoroacetate). The solvent is O1CCCC1 (tetrahydrofuran). Product: BrC=1C(=C(C=CC1)C(C(F)(F)F)=O)F (1-(3-BROMO-2-FLUOROPHENYL)-2,2,2-TRIFLUOROETHANONE). The yield is 30.7%. Reaction SMILES: [Br:1][C:2]1[CH:7]=[CH:6][CH:5]=[CH:4][C:3]=1[F:8].C([N-]C(C)C)(C)C.[Li+].[F:17][C:18]([F:25])([F:24])[C:19](OCC)=[O:20].O>O1CCCC1>[Br:1][C:2]1[C:3]([F:8])=[C:4]([C:19](=[O:20])[C:18]([F:25])([F:24])[F:17])[CH:5]=[CH:6][CH:7]=1 |f:1.2|. Procedure: To a solution of 1-bromo-2-fluorobenzene (5.0 g, 28.6 mmol) in dry tetrahydrofuran (50 ml) under nitrogen, at −78° C. was added lithium diisopropylamide (2.0 M in hexane, 15.7 ml, 31.4 mmol). The mixture was stirred for 5 minutes after which ethyl trifluoroacetate (3.76 ml, 31.4 mmol) was added and the stirring was continued at −78° C. for an additional hour. The reaction mixture was brought to ambient temperature and water (50 ml) was added. The phases were separated and the aqueous phase extra... The reactants are C(C)(N)=NO (Acetamide oxime), [H-].[Na+] (sodium hydride), ClC=1C(=C2N=C(C(=NC2=CC1Cl)OC)OC)N1C(=NN=C1C=1C=NC=CC1)C(=O)OCC (6,7-dichloro-2,3-dimethoxy-5-[3-ethoxycarbonyl-5-(3-pyridyl)-4H-1,2,4-triazol-4-yl]quinoxaline). The solvent is C1(=CC=CC=C1)C (toluene). Product: ClC=1C(=C2N=C(C(=NC2=CC1Cl)OC)OC)N1C(=NN=C1C=1C=NC=CC1)C1=NC(=NO1)C (6,7-Dichloro-2,3-dimethoxy-5-[3-(3-methyl-1,2,4-oxadiazol-5-yl)-5-(3-pyridyl)-4H-1,2,4-triazol-4-yl]quinoxaline). Yield: 81.6%. Reaction SMILES: [C:1](=[N:4][OH:5])([NH2:3])[CH3:2].[H-].[Na+].[Cl:8][C:9]1[C:10]([N:24]2[C:28]([C:29]3[CH:30]=[N:31][CH:32]=[CH:33][CH:34]=3)=[N:27][N:26]=[C:25]2[C:35](OCC)=O)=[C:11]2[C:16](=[CH:17][C:18]=1[Cl:19])[N:15]=[C:14]([O:20][CH3:21])[C:13]([O:22][CH3:23])=[N:12]2>C1(C)C=CC=CC=1>[Cl:8][C:9]1[C:10]([N:24]2[C:28]([C:29]3[CH:30]=[N:31][CH:32]=[CH:33][CH:34]=3)=[N:27][N:26]=[C:25]2[C:35]2[O:5][N:4]=[C:1]([CH3:2])[N:3]=2)=[C:11]2[C:16](=[CH:17][C:18]=1[Cl:19])[N:15]=[C:14]([O:20][CH3:21])[C:13]([O:22][CH3:23])=[N:12]2 |f:1.2|. Reported procedure: Acetamide oxime (120 mg, 1.62 mmol) followed by sodium hydride (80% w/w dispersion in oil, 8 mg, 0.27 mmol) were added to a stirred suspension of 6,7-dichloro-2,3-dimethoxy-5-[3-ethoxycarbonyl-5-(3-pyridyl)-4H-1,2,4-triazol-4-yl]quinoxaline (Preparation 94, 250 mg, 0.53 mmol) in dry toluene (15 mL) at room temperature under nitrogen. The mixture was heated under reflux for 3.5 hours, cooled and the solution partitioned between ethyl acetate and brine. The aqueous phase was extracted with ethyl a... Reactants: O (Water), ClC=1C2=C(N=CN1)NC=C2C(=O)OCC (ethyl 4-chloro-7H-pyrrolo[2,3-d]pyrimidine-5-carboxylate), CNC1=CC(=CC=C1)B1OC(C(O1)(C)C)(C)C (N-methyl-3-(4,4,5,5-tetramethyl-1,3,2-dioxaborolan-2-yl)aniline), C([O-])([O-])=O.[Na+].[Na+] (sodium carbonate). The reagents and catalysts are [Pd] (Pd). Run in O1CCOCC1 (dioxane). Run at temperature 150 celsius. Yields the product CNC=1C=C(C=CC1)C=1C2=C(N=CN1)NC=C2C(=O)OCC (ethyl 4-(3-(methylamino)phenyl)-7H-pyrrolo[2,3-d]pyrimidine-5-carboxylate). RXN SMILES: Cl[C:2]1[C:3]2[C:10]([C:11]([O:13][CH2:14][CH3:15])=[O:12])=[CH:9][NH:8][C:4]=2[N:5]=[CH:6][N:7]=1.[CH3:16][NH:17][C:18]1[CH:23]=[CH:22][CH:21]=[C:20](B2OC(C)(C)C(C)(C)O2)[CH:19]=1.C(=O)([O-])[O-].[Na+].[Na+].O>O1CCOCC1.[Pd]>[CH3:16][NH:17][C:18]1[CH:19]=[C:20]([C:2]2[C:3]3[C:10]([C:11]([O:13][CH2:14][CH3:15])=[O:12])=[CH:9][NH:8][C:4]=3[N:5]=[CH:6][N:7]=2)[CH:21]=[CH:22][CH:23]=1 |f:2.3.4|. Reported procedure: To a nitrogen purged mixture of ethyl 4-chloro-7H-pyrrolo[2,3-d]pyrimidine-5-carboxylate (300 mg, 1.33 mmol) and N-methyl-3-(4,4,5,5-tetramethyl-1,3,2-dioxaborolan-2-yl)aniline (465 mg, 1.99 mmol) in 2 M aqueous sodium carbonate solution (3.32 mL, 6.65 mmol) and dioxane (10 mL) was added SiliaCat® heterogeneous catalysts DPP-Pd (loading=0.28 mmol/g, 950 mg, 0.266 mmol). The reaction mixture was heated by microwave irradiation at 150° C. in a sealed microwave vessel for 30 minutes. Water (5 mL) w... Starting materials: ice water, N1(C=NC=C1)CC=1C=C(C(=CC1)N)NCC1=CC=CC=C1 (4-(1H-imidazol-1-ylmethyl)-N2 -(phenylmethyl)-1,2-benzenediamine), Cl (hydrochloric acid), N(=O)[O-].[Na+] (sodium nitrite). The solvent is O (water). Run at time 12.5 minute. The product is N1(C=NC=C1)CC=1C=CC2=C(N(N=N2)CC2=CC=CC=C2)C1 (6-(1H-imidazol-1-ylmethyl)-1-(phenylmethyl)-1H-benzotriazole). Yield: 40.9%. Reaction SMILES: [N:1]1([CH2:6][C:7]2[CH:8]=[C:9]([NH:14][CH2:15][C:16]3[CH:21]=[CH:20][CH:19]=[CH:18][CH:17]=3)[C:10]([NH2:13])=[CH:11][CH:12]=2)[CH:5]=[CH:4][N:3]=[CH:2]1.Cl.[N:23]([O-])=O.[Na+]>O>[N:1]1([CH2:6][C:7]2[CH:12]=[CH:11][C:10]3[N:13]=[N:23][N:14]([CH2:15][C:16]4[CH:17]=[CH:18][CH:19]=[CH:20][CH:21]=4)[C:9]=3[CH:8]=2)[CH:5]=[CH:4][N:3]=[CH:2]1 |f:2.3|. Procedure: To a stirred and cooled (0° C.) mixture of 3.9 parts of 4-(1H-imidazol-1-ylmethyl)-N2 -(phenylmethyl)-1,2-benzenediamine and 9.6 parts of concentrated hydrochloric acid was added dropwise a solution of 1.86 parts of sodium nitrite in 8 parts of water. Upon complete addition, stirring was continued for 10-15 minutes at this low temperature. The reaction mixture was allowed to reach room temperature and poured into ice water. The whole was extracted with dichloromethane. The acid aqueous layer was... Starting materials: [Cl-].[Al+3].[Cl-].[Cl-] (aluminum chloride), BrC1=CC=2C(C3=CC=CC=C3C2C=C1)(C)C (2-bromo-9,9-dimethyl-9H-fluorene), BrC=1C=C2C(OC(C2=CC1)=O)=O (5-bromoisobenzofuran-1,3-dione), resultant product, ClCCl (dichloromethane), resultant mixture. Solvent: O (water). Product: BrC=1C=CC(=C(C(=O)O)C1)C(=O)C1=CC=2C(C3=CC(=CC=C3C2C=C1)Br)(C)C (5-bromo-2-(7-bromo-9,9-dimethyl-9H-fluorene-2-carbonyl)benzoic acid). The yield is 60.6%. As a reaction SMILES: [Br:1][C:2]1[CH:14]=[CH:13][C:12]2[C:11]3[C:6](=[CH:7][CH:8]=[CH:9][CH:10]=3)[C:5]([CH3:16])([CH3:15])[C:4]=2[CH:3]=1.[Br:17][C:18]1[CH:19]=[C:20]2[C:24](=[CH:25][CH:26]=1)[C:23](=[O:27])[O:22][C:21]2=[O:28].ClCCl.[Cl-].[Al+3].[Cl-].[Cl-]>O>[Br:17][C:18]1[CH:26]=[CH:25][C:24]([C:23]([C:8]2[CH:9]=[CH:10][C:11]3[C:12]4[C:4](=[CH:3][C:2]([Br:1])=[CH:14][CH:13]=4)[C:5]([CH3:16])([CH3:15])[C:6]=3[CH:7]=2)=[O:27])=[C:20]([CH:19]=1)[C:21]([OH:28])=[O:22] |f:3.4.5.6|. Reported procedure: 2-bromo-9,9-dimethyl-9H-fluorene (25.0 g, 0.092 mol) and 5-bromoisobenzofuran-1,3-dione (26.89 g, 0.119 mol) were placed in a reaction vessel, and added with dichloromethane (700 ml). At 0° C., aluminum chloride (18.5 g, 0.138 mol) was gradually added thereto, and the temperature was raised up to room temperature. Then, the resultant mixture was stirred for 12 hours. After the reaction was completed, the resultant product was gradually added with distilled water. The resultant product was extrac... Reactants: C(C)(=O)OCC=1C(NC2=CC=CC=C2C1)=O (3-acetoxymethylcarbostyril), CO (methanol), O (water). The solvent is [OH-].[Na+] (sodium hydroxide). Yields the product OCC=1C(NC2=CC=C(C=C2C1)OC)=O (3-hydroxymethyl-6-methoxycarbostyril). RXN SMILES: C([O:4][CH2:5][C:6]1[C:7](=[O:16])[NH:8][C:9]2[C:14]([CH:15]=1)=[CH:13][CH:12]=[CH:11][CH:10]=2)(=O)C.[OH2:17].[CH3:18]O>[OH-].[Na+]>[OH:4][CH2:5][C:6]1[C:7](=[O:16])[NH:8][C:9]2[C:14]([CH:15]=1)=[CH:13][C:12]([O:17][CH3:18])=[CH:11][CH:10]=2 |f:3.4|. Procedure: 2 Grams of 3-acetoxymethylcarbostyril was dissolved in 30 ml of methanol containing 0.6 g of sodium hydroxide, then the mixture was refluxed for 3 hours. After removal of methanol by distillation, to the residue thus obtained was added water and the crystals precipitated were collected by filtration. Recrystallized from acetone to obtain 1.3 g of 3-hydroxymethyl-6-methoxycarbostyril in the form of light yellowish needle-like crystals.